Task: describe an organic reaction: reactants, conditions, products, and yield. Dataset: the Open Reaction Database (ORD), a public repository of structured organic reaction records Reactants: C(C)OC(C1=C(C(=CC=C1)OC)C1=CC=CC=C1)=O (3-methoxy-2-phenylbenzoic acid ethyl ester), Cl.N1=CC=CC=C1 (pyridine hydrochloride), Cl (hydrochloric acid). Reaction conditions: temperature 180 celsius. Product: OC=1C(=C(C(=O)O)C=CC1)C1=CC=CC=C1 (3-hydroxy-2-phenylbenzoic acid). Yield: 56.4%. As a reaction SMILES: C([O:3][C:4](=[O:19])[C:5]1[CH:10]=[CH:9][CH:8]=[C:7]([O:11]C)[C:6]=1[C:13]1[CH:18]=[CH:17][CH:16]=[CH:15][CH:14]=1)C.Cl.N1C=CC=CC=1.Cl>>[OH:11][C:7]1[C:6]([C:13]2[CH:18]=[CH:17][CH:16]=[CH:15][CH:14]=2)=[C:5]([CH:10]=[CH:9][CH:8]=1)[C:4]([OH:19])=[O:3] |f:1.2|. Procedure details: 3-methoxy-2-phenylbenzoic acid ethyl ester (0.53 g) and pyridine hydrochloride (6 g) were combined under nitrogen, then heated to 180° C. for 1 hour. The melt was poured into dilute aqueous hydrochloric acid and extracted with ethyl acetate. Purification by silica gel chromatography, eluting with hexane/acetone (2:1) with 0.5% acetic acid, gave 3-hydroxy-2-phenylbenzoic acid as a white solid (0.25 g, 58%). Starting materials: CN(C(OC(C)(C)C)=O)CC1=CNC(=C1)C1=CC=CC=C1 (tert-butyl methyl[(5-phenyl-1H-pyrrol-3-yl)methyl]carbamate), [H-].[Na+] (sodium hydride), ice water, ClC1=CC=C(C=C1)S(=O)(=O)Cl (4-Chlorobenzenesulfonyl chloride). Run in CN(C=O)C (N,N-dimethylformamide). Conditions: time 30 minute. Yields the product Cl.ClC1=CC=C(C=C1)S(=O)(=O)N1C=C(C=C1C1=CC=CC=C1)CNC (1-{1-[(4-Chlorophenyl)sulfonyl]-5-phenyl-1H-pyrrol-3-yl}-N-methylmethanamine hydrochloride). Yield: 66.8%. RXN SMILES: C[N:2]([CH2:10][C:11]1[CH:15]=[C:14]([C:16]2[CH:21]=[CH:20][CH:19]=[CH:18][CH:17]=2)[NH:13][CH:12]=1)[C:3](=O)OC(C)(C)C.[H-].[Na+].[Cl:24][C:25]1[CH:30]=[CH:29][C:28]([S:31](Cl)(=[O:33])=[O:32])=[CH:27][CH:26]=1>CN(C)C=O>[ClH:24].[Cl:24][C:25]1[CH:30]=[CH:29][C:28]([S:31]([N:13]2[C:14]([C:16]3[CH:17]=[CH:18][CH:19]=[CH:20][CH:21]=3)=[CH:15][C:11]([CH2:10][NH:2][CH3:3])=[CH:12]2)(=[O:33])=[O:32])=[CH:27][CH:26]=1 |f:1.2,5.6|. Procedure details: To a solution (7 mL) of tert-butyl methyl[(5-phenyl-1H-pyrrol-3-yl)methyl]carbamate (70 mg) in N,N-dimethylformamide was added sodium hydride (60% in oil, 13 mg) and the mixture was stirred for 30 min. 4-Chlorobenzenesulfonyl chloride (62 mg) was added at room temperature and the mixture was stirred for 1 hr. To the reaction mixture was added ice water, and the mixture was extracted with ethyl acetate. The extract was washed with saturated brine, dried over anhydrous sodium sulfate, and concentr... The reactants are O=C([O-])[O-], CCC(C)=O, ClCCCl, [K+], [K+], Nc1c(O)cccc1[N+](=O)[O-]. The product is Nc1c(OCCCl)cccc1[N+](=O)[O-]. RXN SMILES: [C:16](=[O:17])([O-:18])[O-:19].[CH3:22][C:23](=[O:24])[CH2:25][CH3:26].[Cl:12][CH2:13][CH2:14][Cl:15].[K+:20].[K+:21].[NH2:1][c:2]1[c:3]([OH:11])[cH:4][cH:5][cH:6][c:7]1[N+:8](=[O:9])[O-:10]>>[NH2:1][c:2]1[c:3]([O:11][CH2:14][CH2:13][Cl:12])[cH:4][cH:5][cH:6][c:7]1[N+:8](=[O:9])[O-:10]. The reactants are CCCCC/C=C/C=C/C(=O)OCC1C(C(C(C(O1)OC2C(OC3(C(C2OC(=O)/C=C/C=C/CC(/C(=C/C=C/CCC(C)CC)/C)O)O)C4=C(C=C(C=C4CO3)O)O)CO)O)O)O (Papulacandin A), CCCCC/C=C/C=C/C(=O)OCC1C(C(C(C(O1)OC2C(OC3(C(C2OC(=O)/C=C/C=C/CC(/C(=C/C=C/CCC(C)CC)/C)O)O)C4=C(C=C(C=C4CO3)O)O)CO)O)O)O (Papulacandin A), [N+](=[N-])=C (diazomethane). Run in O1CCOCC1 (dioxan), CCOCC (ether). The product is CCCCC/C=C/C=C/C(=O)OCC1C(C(C(C(O1)OC2C(OC3(C(C2OC(=O)/C=C/C=C/CC(/C(=C/C=C/CCC(C)CC)/C)O)O)C4=C(C=C(C=C4CO3)O)O)CO)O)O)O.COC (Papulacandin A monomethyl ether). RXN SMILES: [CH3:1][CH2:2][CH2:3][CH2:4][CH2:5]/[CH:6]=[CH:7]/[CH:8]=[CH:9]/[C:10]([O:12][CH2:13][CH:14]1[O:19][CH:18]([O:20][CH:21]2[CH:26]([O:27][C:28](/[CH:30]=[CH:31]/[CH:32]=[CH:33]/[CH2:34][CH:35]([OH:47])/[C:36](/[CH3:46])=[CH:37]/[CH:38]=[CH:39]/[CH2:40][CH2:41][CH:42]([CH2:44][CH3:45])[CH3:43])=[O:29])[CH:25]([OH:48])[C:24]3([O:56][CH2:55][C:54]4[C:49]3=[C:50]([OH:58])[CH:51]=[C:52]([OH:57])[CH:53]=4)[O:23][CH:22]2[CH2:59][OH:60])[CH:17]([OH:61])[CH:16]([OH:62])[CH:15]1[OH:63])=[O:11].[N+](=C)=[N-]>O1CCOCC1.CCOCC>[CH3:1][CH2:2][CH2:3][CH2:4][CH2:5]/[CH:6]=[CH:7]/[CH:8]=[CH:9]/[C:10]([O:12][CH2:13][CH:14]1[O:19][CH:18]([O:20][CH:21]2[CH:26]([O:27][C:28](/[CH:30]=[CH:31]/[CH:32]=[CH:33]/[CH2:34][CH:35]([OH:47])/[C:36](/[CH3:46])=[CH:37]/[CH:38]=[CH:39]/[CH2:40][CH2:41][CH:42]([CH2:44][CH3:45])[CH3:43])=[O:29])[CH:25]([OH:48])[C:24]3([O:56][CH2:55][C:54]4[C:49]3=[C:50]([OH:58])[CH:51]=[C:52]([OH:57])[CH:53]=4)[O:23][CH:22]2[CH2:59][OH:60])[CH:17]([OH:61])[CH:16]([OH:62])[CH:15]1[OH:63])=[O:11].[CH3:10][O:12][CH3:13] |f:4.5|. Procedure: The antibiotic Papulacandin A is methylated as follows: A solution of 2 g of Papulacandin A in 100 ml of dioxan is allowed to stand at 0° C. for 30 minutes with a solution of diazomethane in ether. After having evaporated off the solvent the residue is chromatographed on a silica gel column (200 g) with chloroform and increasing amounts of methanol (5 to 20%) as eluents. Colorless, amorphous Papulacandin A-monomethyl ether is obtained after precipitation from acetone/ether/hexane. The IR-spectru... Starting materials: C(C1=CC=CC=C1)O (benzyl alcohol), C(=O)(Cl)Cl (phosgene). Product: 505, ClC(=O)OCC1=CC=CC=C1 (benzyl chloroformate). Reaction SMILES: [CH2:1]([OH:8])[C:2]1[CH:7]=[CH:6][CH:5]=[CH:4][CH:3]=1.[C:9](Cl)([Cl:11])=[O:10]>>[Cl:11][C:9]([O:8][CH2:1][C:2]1[CH:7]=[CH:6][CH:5]=[CH:4][CH:3]=1)=[O:10]. Reported procedure: 324.4 Parts of benzyl alcohol are reacted with phosgene to give 505 parts of benzyl chloroformate as a colourless liquid b.p. 78° C/2.0 mm. RXN SMILES: [C:1]1(=[O:8])[CH2:2][CH2:3][CH2:4][C:5](=[O:6])[O:7]1.[CH3:17][CH2:18][O:19][CH2:20][CH3:21].[Cl:22][CH2:23][Cl:24].[NH2:9][CH2:10][c:11]1[cH:12][cH:13][cH:14][cH:15][cH:16]1>>[C:1]([CH2:2][CH2:3][CH2:4][C:5](=[O:6])[NH:9][CH2:10][c:11]1[cH:12][cH:13][cH:14][cH:15][cH:16]1)([OH:7])=[O:8]. The product is O=C(O)CCCC(=O)NCc1ccccc1. Reactants: O=C1CCCC(=O)O1, CCOCC, ClCCl, NCc1ccccc1. Reactants: BrB(Br)Br, ClCCl, COc1ccc(CN2NC(=O)C3CC3C2=O)cc1, O. Product: O=C1NN(Cc2ccc(O)cc2)C(=O)C2CC12. Reaction SMILES: [B:22]([Br:23])([Br:24])[Br:25].[CH2:1]([Cl:2])[Cl:3].[CH3:4][O:5][c:6]1[cH:7][cH:8][c:9]([CH2:10][N:11]2[C:12](=[O:19])[CH:13]3[CH2:14][CH:15]3[C:16](=[O:18])[NH:17]2)[cH:20][cH:21]1.[OH2:26]>>[OH:5][c:6]1[cH:7][cH:8][c:9]([CH2:10][N:11]2[C:12](=[O:19])[CH:13]3[CH2:14][CH:15]3[C:16](=[O:18])[NH:17]2)[cH:20][cH:21]1. Reactants: SC=1NC2=C(N1)C=CC=C2 (2-mercaptobenzimidazole), Cl.ClCCOC1=C(C(=NC=C1)CCl)C (2-chloroethoxy-2-chloromethyl-3-methylpyridine hydrochloride), [OH-].[Na+] (sodium hydroxide). Solvent: C(C)O (ethanol). Run at temperature 60 celsius, time 2 hour. Yields the product ClCCOC1=C(C(=NC=C1)CSC1=NC2=C(N1)C=CC=C2)C (2-[{4-(2-Chloroethoxy)-3-Methylpyridine-2-Yl}Methylthio]-1H-Benzimidazole). As a reaction SMILES: [SH:1][C:2]1[NH:3][C:4]2[CH:10]=[CH:9][CH:8]=[CH:7][C:5]=2[N:6]=1.Cl.[Cl:12][CH2:13][CH2:14][O:15][C:16]1[CH:21]=[CH:20][N:19]=[C:18]([CH2:22]Cl)[C:17]=1[CH3:24].[OH-].[Na+]>C(O)C>[Cl:12][CH2:13][CH2:14][O:15][C:16]1[CH:21]=[CH:20][N:19]=[C:18]([CH2:22][S:1][C:2]2[NH:6][C:5]3[CH:7]=[CH:8][CH:9]=[CH:10][C:4]=3[N:3]=2)[C:17]=1[CH3:24] |f:1.2,3.4|. Reported procedure: 12.3 g of crude 2-mercaptobenzimidazole, 20 g of 4-(2-chloroethoxy-2-chloromethyl-3-methylpyridine hydrochloride and 11 g of sodium hydroxide were dissolved in 300 ml of ethanol to obtain a solution. This solution was stirred at 60° C. for 2 hours and distilled under a reduced pressure to remove the ethanol. The obtained residue was chromatographed over a silica gel column and eluted with 40% ethyl acetate in hexane and then with ethyl acetate to obtain 15.5 g of the title compound as a white so... The reactants are O([Si](C)(C)C(C)(C)C)CCC1OC2=C(NC1=O)C=CC(=C2)C (2-(2-tert-butyldimethylsiloxyethyl)-3,4-dihydro-7-methyl-3-oxo-2H-1,4-benzoxazine), ClC=1C=C(CBr)C=CC1 (3-chlorobenzyl bromide). The product is ClC=1C=C(CN2C(C(OC3=C2C=CC(=C3)C)CCO)=O)C=CC1 (4-(3-Chlorobenzyl)-3,4-dihydro-2-(2-hydroxyethyl)-7-methyl-3-oxo-2H-1,4-benzoxazine). The yield is 76.0%. Reaction SMILES: [O:1]([CH2:9][CH2:10][CH:11]1[C:16](=[O:17])[NH:15][C:14]2[CH:18]=[CH:19][C:20]([CH3:22])=[CH:21][C:13]=2[O:12]1)[Si](C(C)(C)C)(C)C.[Cl:23][C:24]1[CH:25]=[C:26]([CH:29]=[CH:30][CH:31]=1)[CH2:27]Br>>[Cl:23][C:24]1[CH:25]=[C:26]([CH:29]=[CH:30][CH:31]=1)[CH2:27][N:15]1[C:14]2[CH:18]=[CH:19][C:20]([CH3:22])=[CH:21][C:13]=2[O:12][CH:11]([CH2:10][CH2:9][OH:1])[C:16]1=[O:17]. Procedure: Prepared from 2-(2-tert-butyldimethylsiloxyethyl)-3,4-dihydro-7-methyl-3-oxo-2H-1,4-benzoxazine by Methods F and G, alkylating with 3-chlorobenzyl bromide, in 76% yield as a white solid after crystallization from ether/hexane, mp 72°-74° C.; IR (KBr) 3418, 1679, 1512, 1402, 1292, 1061, 763 cm-1 ; 1H NMR (CDCl3) δ 2.20-2.36 (m, 3H), 2.27 (s, 3H), 3.92 (q, J=5.6 Hz, 2H), 4.83 (dd, J=7.6, 5.5 Hz, 1H), 5.10 (ABq, JAB =17.0 Hz, 2H), 6.68-6.75 (m, 2H), 6.84 (s, 1H), 7.10-7.14 (m, 1H), 7.22-7.29 (m, 3H... Reactants: Oc1ccc(OCc2ccccc2)cc1, Cc1ccc(S(=O)(=O)OCC2CO2)cc1, CN(C)C=O, [H-], [Na+]. Product: c1ccc(COc2ccc(OCC3CO3)cc2)cc1. As a reaction SMILES: [CH2:1]([c:2]1[cH:3][cH:4][cH:5][cH:6][cH:7]1)[O:8][c:9]1[cH:10][cH:11][c:12]([OH:15])[cH:13][cH:14]1.[CH3:18][c:19]1[cH:20][cH:21][c:22]([S:23]([O:24][CH2:29][CH:30]2[CH2:31][O:32]2)(=[O:25])=[O:26])[cH:27][cH:28]1.[CH3:33][N:34]([CH3:35])[CH:36]=[O:37].[H-:16].[Na+:17]>>[CH2:1]([c:2]1[cH:3][cH:4][cH:5][cH:6][cH:7]1)[O:8][c:9]1[cH:10][cH:11][c:12]([O:15][CH2:29][CH:30]2[CH2:31][O:32]2)[cH:13][cH:14]1.